This data is from the Open Reaction Database (ORD), a public repository of structured organic reaction records. The task is: describe an organic reaction: reactants, conditions, products, and yield Reactants: ClCC=1C=C(CN2CCC3(C(NCN3C3=CC=CC=C3)=O)CC2)C=CC1 (8-(3-chloromethyl-benzyl)-1-phenyl-1,3,8-triaza-spiro[4.5]decan-4one), C1(=CC=CC=C1)O (phenol), C(=O)([O-])[O-].[K+].[K+] (K2CO3). Solvent: CN(C)C=O (DMF), O (H2O). Conditions: time 1 day. Yields the product C1(=CC=CC=C1)OCC=1C=C(CN2CCC3(C(NCN3C3=CC=CC=C3)=O)CC2)C=CC1 (8-(3-phenyloxymethyl-benzyl)-1-phenyl-1,3,8-triaza-spiro[4.5]decan-4-one). As a reaction SMILES: Cl[CH2:2][C:3]1[CH:4]=[C:5]([CH:24]=[CH:25][CH:26]=1)[CH2:6][N:7]1[CH2:23][CH2:22][C:10]2([N:14]([C:15]3[CH:20]=[CH:19][CH:18]=[CH:17][CH:16]=3)[CH2:13][NH:12][C:11]2=[O:21])[CH2:9][CH2:8]1.[C:27]1([OH:33])[CH:32]=[CH:31][CH:30]=[CH:29][CH:28]=1.C([O-])([O-])=O.[K+].[K+]>CN(C=O)C.O>[C:27]1([O:33][CH2:2][C:3]2[CH:4]=[C:5]([CH:24]=[CH:25][CH:26]=2)[CH2:6][N:7]2[CH2:23][CH2:22][C:10]3([N:14]([C:15]4[CH:20]=[CH:19][CH:18]=[CH:17][CH:16]=4)[CH2:13][NH:12][C:11]3=[O:21])[CH2:9][CH2:8]2)[CH:32]=[CH:31][CH:30]=[CH:29][CH:28]=1 |f:2.3.4|. Procedure: A mixture of 8-(3-chloromethyl-benzyl)-1-phenyl-1,3,8-triaza-spiro[4.5]decan-4one, prepared as in Example 8 above, (203 mg, 0.500 mmol), phenol (56.8 mg, 0.603 mmol), KI (83.1 mg, 0.500 mmol) and K2CO3 (174 mg, 1.26 mmol) in DMF was stirred at room temperature for 1 day. The reaction mixture was diluted with H2O and a white solid precipitated. The solid was collected by filtration, washed with H2O and dried under house vacuum. The crude product was initially purified by flash chromatography (5% ... Starting materials: COC(=O)CCc1oc(Sc2ccc(OCc3nc(-c4ccccc4)oc3C)cc2)nc1-c1ccccc1, CO, Cl, [Li+], C1CCOC1, [OH-], O, O. The product is Cc1oc(-c2ccccc2)nc1COc1ccc(Sc2nc(-c3ccccc3)c(CCC(=O)O)o2)cc1. As a reaction SMILES: [CH3:1][c:2]1[c:3]([CH2:13][O:14][c:15]2[cH:16][cH:17][c:18]([S:21][c:22]3[o:23][c:24]([CH2:33][CH2:34][C:35](=[O:36])[O:37][CH3:38])[c:25](-[c:27]4[cH:28][cH:29][cH:30][cH:31][cH:32]4)[n:26]3)[cH:19][cH:20]2)[n:4][c:5](-[c:7]2[cH:8][cH:9][cH:10][cH:11][cH:12]2)[o:6]1.[CH3:48][OH:49].[ClH:47].[Li+:41].[O:42]1[CH2:43][CH2:44][CH2:45][CH2:46]1.[OH-:40].[OH2:39].[OH2:50]>>[CH3:1][c:2]1[c:3]([CH2:13][O:14][c:15]2[cH:16][cH:17][c:18]([S:21][c:22]3[o:23][c:24]([CH2:33][CH2:34][C:35](=[O:36])[OH:37])[c:25](-[c:27]4[cH:28][cH:29][cH:30][cH:31][cH:32]4)[n:26]3)[cH:19][cH:20]2)[n:4][c:5](-[c:7]2[cH:8][cH:9][cH:10][cH:11][cH:12]2)[o:6]1. Starting materials: IC (Iodomethane), BrC=1C=C2C=CC(=CC2=CC1)CO ((6-bromo-naphthalen-2-yl)-methanol), [H-].[Na+] (sodium hydride), oil, CN(C)C=O (DMF). The solvent is O (Water). Product: BrC1=CC2=CC=C(C=C2C=C1)COC (2-Bromo-6-methoxymethylnaphtalene). As a reaction SMILES: IC.[Br:3][C:4]1[CH:5]=[C:6]2[C:11](=[CH:12][CH:13]=1)[CH:10]=[C:9]([CH2:14][OH:15])[CH:8]=[CH:7]2.[H-].[Na+].[CH3:18]N(C=O)C>O>[Br:3][C:4]1[CH:13]=[CH:12][C:11]2[C:6](=[CH:7][CH:8]=[C:9]([CH2:14][O:15][CH3:18])[CH:10]=2)[CH:5]=1 |f:2.3|. Reported procedure: Iodomethane (18.96 g, 133.6 mmol) was added dropwise to ice-cooled mixture of (6-bromo-naphthalen-2-yl)-methanol (15.84 g, 66.8 mmol), sodium hydride 60% in oil (3.84 g, 100.2 mmol), and DMF (100 ml). Water was added and the product was filtered. Yield 16.7 g (99%).